From a dataset of the Open Reaction Database (ORD), a public repository of structured organic reaction records. describe an organic reaction: reactants, conditions, products, and yield The reactants are C1(CCCCC1)P(C1=C(C=CC=C1)C1=C(C=C(C=C1C(C)C)C(C)C)C(C)C)C1CCCCC1 (2-(dicyclohexyl-phosphino)-2′,4′,6′-triisopropylbiphenyl), C([O-])([O-])=O.[Na+].[Na+] (sodium carbonate), ClC=1C=CC2=C(C(=C(O2)C2=CC=C(C=C2)F)C=2NC=CN2)C1F (2-(5-chloro-4-fluoro-2-(4-fluorophenyl)benzofuran-3-yl)-1H-imidazole), COC1=C(C(=O)NC2(CC2)C2=NC=CC=N2)C=C(C(=C1)C)B1OC(C(O1)(C)C)(C)C (2-methoxy-4-methyl-N-(1-(pyrimidin-2-yl)cyclopropyl)-5-(4,4,5,5-tetramethyl-1,3,2-dioxaborolan-2-yl)benzamide). The reagents and catalysts are C(C)(=O)[O-].[Pd+2].C(C)(=O)[O-] (palladium (II) acetate). Solvent: O (water), O1CCOCC1 (dioxane). Reaction conditions: temperature 90 celsius. The product is FC1=C(C=CC2=C1C(=C(O2)C2=CC=C(C=C2)F)C=2NC=CN2)C=2C(=CC(=C(C(=O)NC1(CC1)C1=NC=CC=N1)C2)OC)C (5-(4-fluoro-2-(4-fluorophenyl)-3-(1H-imidazol-2-yl)benzofuran-5-yl)-2-methoxy-4-methyl-N-(1-(pyrimidin-2-yl)cyclopropyl)benzamide). The yield is 4.6%. RXN SMILES: Cl[C:2]1[CH:3]=[CH:4][C:5]2[O:9][C:8]([C:10]3[CH:15]=[CH:14][C:13]([F:16])=[CH:12][CH:11]=3)=[C:7]([C:17]3[NH:18][CH:19]=[CH:20][N:21]=3)[C:6]=2[C:22]=1[F:23].[CH3:24][O:25][C:26]1[CH:43]=[C:42]([CH3:44])[C:41](B2OC(C)(C)C(C)(C)O2)=[CH:40][C:27]=1[C:28]([NH:30][C:31]1([C:34]2[N:39]=[CH:38][CH:37]=[CH:36][N:35]=2)[CH2:33][CH2:32]1)=[O:29].C(=O)([O-])[O-].[Na+].[Na+].C1(P(C2CCCCC2)C2C=CC=CC=2C2C(C(C)C)=CC(C(C)C)=CC=2C(C)C)CCCCC1>O1CCOCC1.C([O-])(=O)C.[Pd+2].C([O-])(=O)C.O>[F:23][C:22]1[C:6]2[C:7]([C:17]3[NH:18][CH:19]=[CH:20][N:21]=3)=[C:8]([C:10]3[CH:15]=[CH:14][C:13]([F:16])=[CH:12][CH:11]=3)[O:9][C:5]=2[CH:4]=[CH:3][C:2]=1[C:41]1[C:42]([CH3:44])=[CH:43][C:26]([O:25][CH3:24])=[C:27]([CH:40]=1)[C:28]([NH:30][C:31]1([C:34]2[N:39]=[CH:38][CH:37]=[CH:36][N:35]=2)[CH2:32][CH2:33]1)=[O:29] |f:2.3.4,7.8.9|. Procedure details: To a mixture of 2-(5-chloro-4-fluoro-2-(4-fluorophenyl)benzofuran-3-yl)-1H-imidazole (0.1 g, 0.302 mmol) and 2-methoxy-4-methyl-N-(1-(pyrimidin-2-yl)cyclopropyl)-5-(4,4,5,5-tetramethyl-1,3,2-dioxaborolan-2-yl)benzamide (0.186 g, 0.454 mmol) in dioxane (2 ml) in a sealed tube was added water (0.1 ml) and sodium carbonate (0.080 g, 0.756 mmol). The resulting mixture was degassed for 10 min, added with palladium (II) acetate (6.79 mg, 0.030 mmol) followed by 2-(dicyclohexyl-phosphino)-2′,4′,6′-trii... The reactants are CCOC(C)=O, CCN(C(C)C)C(C)C, COC(=O)c1c(C#N)cc(Cl)nc1Nc1cccc(C)c1, COCC(CN)NC(=O)OC(C)(C)C, CN(C)C=O. The product is COCC(CNc1cc(C#N)c(C(=O)OC)c(Nc2cccc(C)c2)n1)NC(=O)OC(C)(C)C. RXN SMILES: [CH3:50][CH2:51][O:52][C:53]([CH3:54])=[O:55].[CH:36]([N:37]([CH2:38][CH3:39])[CH:40]([CH3:41])[CH3:42])([CH3:43])[CH3:44].[Cl:1][c:2]1[n:3][c:4]([NH:14][c:15]2[cH:16][c:17]([CH3:21])[cH:18][cH:19][cH:20]2)[c:5]([C:6](=[O:7])[O:8][CH3:9])[c:10]([C:12]#[N:13])[cH:11]1.[NH2:22][CH2:23][CH:24]([CH2:25][O:26][CH3:27])[NH:28][C:29]([O:30][C:31]([CH3:32])([CH3:33])[CH3:34])=[O:35].[O:45]=[CH:46][N:47]([CH3:48])[CH3:49]>>[c:2]1([NH:22][CH2:23][CH:24]([CH2:25][O:26][CH3:27])[NH:28][C:29]([O:30][C:31]([CH3:32])([CH3:33])[CH3:34])=[O:35])[n:3][c:4]([NH:14][c:15]2[cH:16][c:17]([CH3:21])[cH:18][cH:19][cH:20]2)[c:5]([C:6](=[O:7])[O:8][CH3:9])[c:10]([C:12]#[N:13])[cH:11]1. Reactants: O=C(Oc1ccc(S(=O)(=O)Nc2ccccc2)cc1)c1ccc(CCBr)cc1, O=C([O-])[O-], CC(C)=O, [K+], [K+]. The product is C=Cc1ccc(C(=O)Oc2ccc(S(=O)(=O)Nc3ccccc3)cc2)cc1. Reaction SMILES: [Br:1][CH2:2][CH2:3][c:4]1[cH:5][cH:6][c:7]([C:8](=[O:9])[O:10][c:11]2[cH:12][cH:13][c:14]([S:17]([NH:18][c:19]3[cH:20][cH:21][cH:22][cH:23][cH:24]3)(=[O:25])=[O:26])[cH:15][cH:16]2)[cH:27][cH:28]1.[C:29](=[O:30])([O-:31])[O-:32].[CH3:35][C:36](=[O:37])[CH3:38].[K+:33].[K+:34]>>[CH2:2]=[CH:3][c:4]1[cH:5][cH:6][c:7]([C:8](=[O:9])[O:10][c:11]2[cH:12][cH:13][c:14]([S:17]([NH:18][c:19]3[cH:20][cH:21][cH:22][cH:23][cH:24]3)(=[O:25])=[O:26])[cH:15][cH:16]2)[cH:27][cH:28]1. The reactants are O=S(Cl)Cl (SOCl2), [N+](=O)([O-])C=1C=CC=C2C(=CC=NC12)C(=O)O (8-nitro-quinoline-4-carboxylic acid), CO (MeOH). Run at temperature 70 celsius. Yields the product COC(=O)C1=CC=NC2=C(C=CC=C12)[N+](=O)[O-] (8-Nitro-quinoline-4-carboxylic acid methyl ester). Isolated yield 22.0%. RXN SMILES: O=S(Cl)Cl.[N+:5]([C:8]1[CH:9]=[CH:10][CH:11]=[C:12]2[C:17]=1[N:16]=[CH:15][CH:14]=[C:13]2[C:18]([OH:20])=[O:19])([O-:7])=[O:6].[CH3:21]O>>[CH3:21][O:19][C:18]([C:13]1[C:12]2[C:17](=[C:8]([N+:5]([O-:7])=[O:6])[CH:9]=[CH:10][CH:11]=2)[N:16]=[CH:15][CH:14]=1)=[O:20]. Procedure details: SOCl2 (10 ml, 137 mmol) was added slowly to 8-nitro-quinoline-4-carboxylic acid 473 (3.0 g, 13.8 mmol) in MeOH (40 ml) and the mixture was heated at 70° C. for 7 h. After cooling, the solvent was removed in vacuo and the residue was diluted with EtOAc. The organic phase was washed with sat. NaHCO3 solution and brine, dried (Na2SO4) and concentrated in vacuo. The crude residue was purified by column chromatography with n-hexane/EtOAc (95:5) as the eluent to give the title compound (0.70 g, 22%). Reactants: O=C([O-])[O-], CCOC(=O)Cl, ClCCl, [K+], [K+], Nc1cccc(CO)c1. Product: CCOC(=O)Nc1cccc(CO)c1. Reaction SMILES: [C:16](=[O:17])([O-:18])[O-:19].[Cl:10][C:11](=[O:12])[O:13][CH2:14][CH3:15].[Cl:22][CH2:23][Cl:24].[K+:20].[K+:21].[NH2:1][c:2]1[cH:3][c:4]([CH2:5][OH:6])[cH:7][cH:8][cH:9]1>>[NH:1]([c:2]1[cH:3][c:4]([CH2:5][OH:6])[cH:7][cH:8][cH:9]1)[C:11](=[O:12])[O:13][CH2:14][CH3:15]. Reactants: [Br-], COc1ccc(C=O)cc1, OC(c1ccccc1)c1ccc(Cl)cc1C(F)(F)F, FC(F)(F)c1ccccc1[Mg+]. Product: COc1ccc(C(O)c2ccccc2C(F)(F)F)cc1. RXN SMILES: [Br-:1].[CH:13]([c:14]1[cH:15][cH:16][c:17]([O:20][CH3:21])[cH:18][cH:19]1)=[O:22].[F:23][C:24]([F:25])([F:26])[c:27]1[cH:28][c:29]([Cl:30])[cH:31][cH:32][c:33]1[CH:34]([OH:35])[c:36]1[cH:37][cH:38][cH:39][cH:40][cH:41]1.[F:2][C:3]([c:4]1[c:5]([Mg+:10])[cH:6][cH:7][cH:8][cH:9]1)([F:11])[F:12]>>[F:2][C:3]([c:4]1[c:5]([CH:13]([c:14]2[cH:15][cH:16][c:17]([O:20][CH3:21])[cH:18][cH:19]2)[OH:22])[cH:6][cH:7][cH:8][cH:9]1)([F:11])[F:12]. Starting materials: C(C1=CC=CC=C1)OC1=C(C=CC=C1)O (2-benzyloxy-phenol), C(C)OC(CCCBr)=O (4-bromobutanoic acid ethyl ester), C([O-])([O-])=O.[K+].[K+] (potassium carbonate). Solvent: C(C)O (ethanol). Conditions: time 8 hour. Yields the product C(C1=CC=CC=C1)OC1=C(OCCCC(=O)O)C=CC=C1 (4-(2-Benzyloxy-phenoxy)-butyric acid). Isolated yield 62.9%. RXN SMILES: [CH2:1]([O:8][C:9]1[CH:14]=[CH:13][CH:12]=[CH:11][C:10]=1[OH:15])[C:2]1[CH:7]=[CH:6][CH:5]=[CH:4][CH:3]=1.C([O:18][C:19](=[O:24])[CH2:20][CH2:21][CH2:22]Br)C.C(=O)([O-])[O-].[K+].[K+]>C(O)C>[CH2:1]([O:8][C:9]1[CH:14]=[CH:13][CH:12]=[CH:11][C:10]=1[O:15][CH2:22][CH2:21][CH2:20][C:19]([OH:24])=[O:18])[C:2]1[CH:3]=[CH:4][CH:5]=[CH:6][CH:7]=1 |f:2.3.4|. Procedure details: To a 250 mL flask, equipped with a reflux condenser, magnetic stirrer, and under inert atmosphere, was added 2-benzyloxy-phenol (8.0 g, 40 mmol), 4-bromobutanoic acid ethyl ester (5.7 mL, 40 mmol), potassium carbonate (7.2 g, 52 mmol), and ethanol (100 mL). The reaction mixture was heated to reflux with stirring for 8 hours. The reaction was cooled to room temperature and the insoluble byproduct was removed by suction filtration. 2N aqueous sodium hydroxide (30 mL) was added to the filtrate. Thi...